From a dataset of the Open Reaction Database (ORD), a public repository of structured organic reaction records. describe an organic reaction: reactants, conditions, products, and yield Starting materials: N1CCOCC1 (morpholine), [N+](=O)([O-])C1=CC=C(C=C1)CCCC(=O)O (4-(4-nitro-phenyl)-butyric acid), C([O-])(O)=O.[Na+] (sodium bicarbonate). The solvent is O1CCCC1 (tetrahydrofuran). Conditions: temperature 35 celsius, time 1 hour. Product: N1(CCOCC1)C(CCCC1=CC=C(C=C1)[N+](=O)[O-])=O (1-morpholin-4-yl-4-(4-nitro-phenyl)-butan-1-one). As a reaction SMILES: [N+:1]([C:4]1[CH:9]=[CH:8][C:7]([CH2:10][CH2:11][CH2:12][C:13]([OH:15])=O)=[CH:6][CH:5]=1)([O-:3])=[O:2].[NH:16]1[CH2:21][CH2:20][O:19][CH2:18][CH2:17]1.C(=O)(O)[O-].[Na+]>O1CCCC1>[N:16]1([C:13](=[O:15])[CH2:12][CH2:11][CH2:10][C:7]2[CH:6]=[CH:5][C:4]([N+:1]([O-:3])=[O:2])=[CH:9][CH:8]=2)[CH2:21][CH2:20][O:19][CH2:18][CH2:17]1 |f:2.3|. Procedure: A room temperature solution of 1.1180 gms. 4-(4-nitro-phenyl)-butyric acid in tetrahydrofuran (3 mL) is treated with 0.9052 gms. 1′,1′-carbonyl-diimidizole using an ice bath to attenuate the intensity of the reaction. The reaction mixture is stirred for 1 h. The reaction mixture is then treated with 0.5 mL morpholine. The reaction is heated overnight at 35° C. The reaction is then allowed to cool to room temperature, and is made basic with the addition of saturated aqueous sodium bicarbonate. Th... Reaction SMILES: [CH3:22][N:23]([P:24]([N:25]([CH3:26])[CH3:27])([N:28]([CH3:29])[CH3:30])=[O:31])[CH3:32].[CH3:33][CH2:34][O:35][CH2:36][CH3:37].[Cl:1][CH2:2][CH:3]=[C:4]([CH2:5][CH2:6][CH:7]=[C:8]([CH2:9][CH2:10][CH:11]=[C:12]([CH3:13])[CH3:14])[CH3:15])[CH3:16].[O:17]1[CH2:18][CH2:19][CH2:20][CH2:21]1>>[CH2:2]([CH:3]=[C:4]([CH2:5][CH2:6][CH:7]=[C:8]([CH2:9][CH2:10][CH:11]=[C:12]([CH3:13])[CH3:14])[CH3:15])[CH3:16])[CH2:20][CH2:19][CH2:18][OH:17]. Reactants: CN(C)P(=O)(N(C)C)N(C)C, CCOCC, CC(C)=CCCC(C)=CCCC(C)=CCCl, C1CCOC1. Yields the product CC(C)=CCCC(C)=CCCC(C)=CCCCCO. The reactants are C(C=C)Br (allyl bromide), [Li] (lithium), N (ammonia), CC1(C=CC(CC1)=O)C (4,4-dimethyl-2-cyclohexen-1-one). Solvent: C(C)(=O)OCC (ethyl acetate), O1CCCC1 (tetrahydrofuran). Reaction conditions: temperature -33 celsius, time 1 hour. Yields the product CC1(CC(C(CC1)=O)CC=C)C (4,4-dimethyl-2-(2-propenyl)cyclohexanone). The yield is 51.5%. Reaction SMILES: [CH3:1][C:2]1([CH3:9])[CH2:7][CH2:6][C:5](=[O:8])[CH:4]=[CH:3]1.[Li].N.[CH2:12](Br)[CH:13]=[CH2:14]>O1CCCC1.C(OCC)(=O)C>[CH3:1][C:2]1([CH3:9])[CH2:7][CH2:6][C:5](=[O:8])[CH:4]([CH2:14][CH:13]=[CH2:12])[CH2:3]1 |^1:9|. Procedure: A solution of 4,4-dimethyl-2-cyclohexen-1-one (500 mg) in dry tetrahydrofuran (2 ml) was added to a well stirred solution of lithium (141 mg) in liquid ammonia (5 ml), The mixture was stirred at -33° C. for 1 hr. And then, to this solution allyl bromide (2.4 g) was added, and stirred for 30 min. The reaction was quenched by addition of methanol, and the ammonia was allowed to evaporate. The residue was diluted with water, and extracted with diethyl ether. The organic extracts were washed with br... Starting materials: CC(C)C[AlH]CC(C)C, CON(C)C(=O)CCc1c(Cl)cc(Cl)cc1Cl, Cc1ccccc1. The product is O=CCCc1c(Cl)cc(Cl)cc1Cl. Reaction SMILES: [CH3:18][CH:19]([CH2:20][AlH:21][CH2:22][CH:23]([CH3:24])[CH3:25])[CH3:26].[CH3:1][O:2][N:3]([C:4]([CH2:5][CH2:6][c:7]1[c:8]([Cl:15])[cH:9][c:10]([Cl:14])[cH:11][c:12]1[Cl:13])=[O:16])[CH3:17].[CH3:27][c:28]1[cH:29][cH:30][cH:31][cH:32][cH:33]1>>[CH:4]([CH2:5][CH2:6][c:7]1[c:8]([Cl:15])[cH:9][c:10]([Cl:14])[cH:11][c:12]1[Cl:13])=[O:16]. The reactants are CN(C(CC1=C(C=CC(=C1)CC)NC1=C(C=C(C=C1F)Cl)Br)=O)C (N,N-Dimethyl-5-ethyl-2-(2′-bromo-4′-chloro-6′-fluoroanilino)phenylacetamide), C[Sn](C)(C)C (tetramethyltin), CN(C)C=O (DMF), C1(=C(C=CC=C1)P(C1=C(C=CC=C1)C)C1=C(C=CC=C1)C)C (tri-o-tolylphosphine). Reagents/catalysts: C(C)(=O)[O-].[Pd+2].C(C)(=O)[O-] (palladium acetate). The solvent is C(C)(=O)OCC (ethyl acetate), O (Water), C(C)N(CC)CC (triethylamine). Yields the product CN(C(CC1=C(C=CC(=C1)CC)NC1=C(C=C(C=C1C)Cl)F)=O)C (N,N-dimethyl-5-ethyl-2-(4′-chloro-2′-fluoro-6′-methylanilino)phenylacetamide). Reaction SMILES: [CH3:1][N:2]([CH3:24])[C:3](=[O:23])[CH2:4][C:5]1[CH:10]=[C:9]([CH2:11][CH3:12])[CH:8]=[CH:7][C:6]=1[NH:13][C:14]1[C:19]([F:20])=[CH:18][C:17]([Cl:21])=[CH:16][C:15]=1Br.[CH3:25]N(C=O)C.C1(C)C=CC=CC=1P(C1C=CC=CC=1C)C1C=CC=CC=1C.C[Sn](C)(C)C>C([O-])(=O)C.[Pd+2].C([O-])(=O)C.C(OCC)(=O)C.O.C(N(CC)CC)C>[CH3:1][N:2]([CH3:24])[C:3](=[O:23])[CH2:4][C:5]1[CH:10]=[C:9]([CH2:11][CH3:12])[CH:8]=[CH:7][C:6]=1[NH:13][C:14]1[C:15]([CH3:25])=[CH:16][C:17]([Cl:21])=[CH:18][C:19]=1[F:20] |f:4.5.6|. Reported procedure: N,N-Dimethyl-5-ethyl-2-(2′-bromo-4′-chloro-6′-fluoroanilino)phenylacetamide (2.5 g, 6.0 mmol) is combined with DMF (10 ml), triethylamine (10 ml), tri-o-tolylphosphine (0.5 g, 1.6 mmol), tetramethyltin (4 ml, 5.16 g, 28.9 mmol) and palladium acetate (0.25 g, 1.1 mmol), and the mixture heated in a sealed tube for 3 days at 95°. The tube is allowed to cool and carefully opened. Water and ethyl acetate are added to the reaction and the mixture separated. The organic fraction is washed with a dilute... Reactants: [Li] (lithium), distilled liquid, N (ammonia), CO (methanol), COC=1C=C2CCCC(C2=CC1)CCO (1,2,3,4-tetrahydro-6-methoxy-1-naphthaleneethanol). Solvent: O1CCCC1 (tetrahydrofuran), C(C)(C)(C)O (t-butyl alcohol). Run at time 3 hour. Product: COC=1CC=2CCCC(C2CC1)CCO (1,2,3,4,5,8-hexahydro-6-methoxy-1-naphthaleneethanol). The yield is 126.0%. RXN SMILES: [CH3:1][O:2][C:3]1[CH:4]=[C:5]2[C:10](=[CH:11][CH:12]=1)[CH:9]([CH2:13][CH2:14][OH:15])[CH2:8][CH2:7][CH2:6]2.N.[Li].CO>O1CCCC1.C(O)(C)(C)C>[CH3:1][O:2][C:3]1[CH2:4][C:5]2[CH2:6][CH2:7][CH2:8][CH:9]([CH2:13][CH2:14][OH:15])[C:10]=2[CH2:11][CH:12]=1 |^1:16|. Reported procedure: A solution of 1 g (4.8 mmole) of the alcohol product from Example 3 in 15 ml of tetrahydrofuran and 15 ml of t-butyl alcohol was cooled to less than 0°, and 45 ml of distilled liquid ammonia was added. This was followed by the addition over a ten-minute period of 600 mg (86 mmole) of lithium. After three hours, methanol was added to the reaction mixture until the blue color disappeared, and the ammonia was then evaporated under a stream of nitrogen. The residue was dissolved in 5 ml of water, ex... Reactants: BrC(Br)(Br)Br, OCc1ccc(Cl)cn1, ClCCl, c1ccc(P(c2ccccc2)c2ccccc2)cc1. Product: Clc1ccc(CBr)nc1. Reaction SMILES: [C:29]([Br:30])([Br:31])([Br:32])[Br:33].[Cl:1][c:2]1[cH:3][cH:4][c:5]([CH2:8][OH:9])[n:6][cH:7]1.[Cl:34][CH2:35][Cl:36].[c:10]1([P:11]([c:12]2[cH:13][cH:14][cH:15][cH:16][cH:17]2)[c:18]2[cH:19][cH:20][cH:21][cH:22][cH:23]2)[cH:24][cH:25][cH:26][cH:27][cH:28]1>>[Cl:1][c:2]1[cH:3][cH:4][c:5]([CH2:8][Br:30])[n:6][cH:7]1. Product: N=1NC(=C2C1C[C@H]1[C@@H]2C1)C(=O)O ((3bS, 4aS)-3b,4,4a,5-Tetrahydro-2H-cyclopropa[3,4]cyclopenta[1,2-c]pyrazole-3-carboxylic acid). Reported procedure: (1aS, 5aS)-4-(2H-Tetrazol-5-yl)-1a,3,5,5a-tetrahydro-1H-2,3-diaza-cyclopropa[a]pentalene; and (1aS, 5as)-1a,3,5,5a-Tetrahydro-1H-2,3-diaza-cyclopropa[a]pentalene-4-carboxylic acid. Reaction SMILES: N1NN=NC=1C1NN=C2C=1C[C@@H]1C[C@@H]12.[CH2:15]1[C@H:17]2[CH2:18][C:19]3[C:23]([C@@H:16]12)=[N:22][NH:21][C:20]=3[C:24]([OH:26])=[O:25]>>[N:22]1[NH:21][C:20]([C:24]([OH:26])=[O:25])=[C:19]2[C@H:18]3[CH2:15][C@H:17]3[CH2:16][C:23]=12. The reactants are N=1NN=NC1C1=C2C[C@H]3[C@@H](C2=NN1)C3 ((1aS, 5aS)-4-(2H-Tetrazol-5-yl)-1a,3,5,5a-tetrahydro-1H-2,3-diaza-cyclopropa[a]pentalene), C1[C@H]2[C@@H]1CC1=C(NN=C21)C(=O)O ((1aS, 5as)-1a,3,5,5a-Tetrahydro-1H-2,3-diaza-cyclopropa[a]pentalene-4-carboxylic acid). Yields the product CCC(CC)(c1ccc(C=CC(O)(C(F)(F)F)C(F)(F)F)c(C)c1)c1ccc(-c2ccc(CC(=O)O)cc2)c(C)c1. The reactants are CCC(CC)(c1ccc(C=CC(O)(C(F)(F)F)C(F)(F)F)c(C)c1)c1ccc(-c2ccc(CC(=O)OC)cc2)c(C)c1, CO, [Na+], C1CCOC1, [OH-]. Reaction SMILES: [CH3:3][O:4][C:5]([CH2:6][c:7]1[cH:8][cH:9][c:10](-[c:13]2[c:14]([CH3:43])[cH:15][c:16]([C:19]([CH2:20][CH3:21])([c:22]3[cH:23][c:24]([CH3:40])[c:25]([CH:28]=[CH:29][C:30]([C:31]([F:32])([F:33])[F:34])([C:35]([F:36])([F:37])[F:38])[OH:39])[cH:26][cH:27]3)[CH2:41][CH3:42])[cH:17][cH:18]2)[cH:11][cH:12]1)=[O:44].[CH3:50][OH:51].[Na+:2].[O:45]1[CH2:46][CH2:47][CH2:48][CH2:49]1.[OH-:1]>>[O:4]=[C:5]([CH2:6][c:7]1[cH:8][cH:9][c:10](-[c:13]2[c:14]([CH3:43])[cH:15][c:16]([C:19]([CH2:20][CH3:21])([c:22]3[cH:23][c:24]([CH3:40])[c:25]([CH:28]=[CH:29][C:30]([C:31]([F:32])([F:33])[F:34])([C:35]([F:36])([F:37])[F:38])[OH:39])[cH:26][cH:27]3)[CH2:41][CH3:42])[cH:17][cH:18]2)[cH:11][cH:12]1)[OH:44]. The reagents and catalysts are [Pd] (palladium). Reported procedure: 11.5 g (0.027 mol) of 1-dibenzylamino-3-[3-(1-piperidylmethyl)phenyl]-2-propanol in 90 ml of ethanol and 10 ml of water are hydrogenated at 35° C. and atmospheric pressure in the presence of 0.5 g of palladium/active charcoal (10% Pd). After removal of the catalyst by filtration and evaporation of the solvent, the residue consists of 5.8 g of a colourless oil which, after chromatographic purification with methanol/conc. ammonia (95:5), yields 3.5 g (52%) of the title compound in the form of a co... Isolated yield 104.4%. Starting materials: C(C1=CC=CC=C1)N(CC(CC1=CC(=CC=C1)CN1CCCCC1)O)CC1=CC=CC=C1 (1-dibenzylamino-3-[3-(1-piperidylmethyl)phenyl]-2-propanol). Solvent: O (water), C(C)O (ethanol). The product is N (ammonia), NCC(CC1=CC(=CC=C1)CN1CCCCC1)O (1-Amino-3-[3-(1-piperidylmethyl)phenyl]-2-propanol). Reaction SMILES: C([N:8](CC1C=CC=CC=1)[CH2:9][CH:10]([OH:25])[CH2:11][C:12]1[CH:17]=[CH:16][CH:15]=[C:14]([CH2:18][N:19]2[CH2:24][CH2:23][CH2:22][CH2:21][CH2:20]2)[CH:13]=1)C1C=CC=CC=1>C(O)C.O.[Pd]>[NH3:8].[NH2:8][CH2:9][CH:10]([OH:25])[CH2:11][C:12]1[CH:17]=[CH:16][CH:15]=[C:14]([CH2:18][N:19]2[CH2:20][CH2:21][CH2:22][CH2:23][CH2:24]2)[CH:13]=1.